Dataset: the Open Reaction Database (ORD), a public repository of structured organic reaction records. Task: describe an organic reaction: reactants, conditions, products, and yield The reactants are ClC=1C2=C(N=CN1)SC=C2C=2SC=CN2 (4-chloro-5-(1,3-thiazol-2-yl)thieno[2,3-d]pyrimidine), FC(C(=O)O)(F)F.NCCCOC=1C=CC(=NC1)C(=O)NC (5-(3-aminopropoxy)-N-methylpyridine-2-carboxamide trifluoroacetate), C([O-])([O-])=O.[K+].[K+] (potassium carbonate). Run in CN(C(C)=O)C (N,N-dimethylacetamide). Run at temperature 120 celsius. The product is CNC(=O)C1=NC=C(C=C1)OCCCNC=1C2=C(N=CN1)SC=C2C=2SC=CN2 (N-methyl-5-(3-[5-(1,3-thiazol-2-yl)thieno[2,3-d]pyrimidin-4-yl]aminopropoxy)pyridine-2-carboxamide). The yield is 82.1%. Reaction SMILES: Cl[C:2]1[C:3]2[C:10]([C:11]3[S:12][CH:13]=[CH:14][N:15]=3)=[CH:9][S:8][C:4]=2[N:5]=[CH:6][N:7]=1.FC(F)(F)C(O)=O.[NH2:23][CH2:24][CH2:25][CH2:26][O:27][C:28]1[CH:29]=[CH:30][C:31]([C:34]([NH:36][CH3:37])=[O:35])=[N:32][CH:33]=1.C(=O)([O-])[O-].[K+].[K+]>CN(C)C(=O)C>[CH3:37][NH:36][C:34]([C:31]1[CH:30]=[CH:29][C:28]([O:27][CH2:26][CH2:25][CH2:24][NH:23][C:2]2[C:3]3[C:10]([C:11]4[S:12][CH:13]=[CH:14][N:15]=4)=[CH:9][S:8][C:4]=3[N:5]=[CH:6][N:7]=2)=[CH:33][N:32]=1)=[O:35] |f:1.2,3.4.5|. Procedure details: A mixture of 4-chloro-5-(1,3-thiazol-2-yl)thieno[2,3-d]pyrimidine (0.050 g, 0.20 mmol), 5-(3-aminopropoxy)-N-methylpyridine-2-carboxamide trifluoroacetate (0.070 g, 0.22 mmol), potassium carbonate (0.272 g, 1.97 mmol) and N,N-dimethylacetamide (2.4 mL) was heated at 120° C. for 13 h. The solvent was evaporated in vacuo, and the residue was treated with 5% sodium bicarbonate (20 mL) and ethyl acetate (20 mL). The precipitate was filtered and washed with water and ethyl ether. The resulting white ... Reactants: ClC1=C(C(=CC=C1F)Cl)[C@@H](C)OC=1C2=C(C=NC1N)C(=CO2)Br (7-((R)-1-(2,6-dichloro-3-fluorophenyl)ethoxy)-3-bromofuro[3,2-c]pyridine-6-amine), CN(C)C=O (DMF), CN1C2C=C(CC1CC2)[Sn](C)(C)C (8-methyl-3-(trimethylstannyl)-8-azabicyclo[3.2.1]oct-2-ene), C1(=C(C=CC=C1)P(C1=C(C=CC=C1)C)C1=C(C=CC=C1)C)C (tri-o-tolylphosphine). The reagents and catalysts are C=1C=CC(=CC1)/C=C/C(=O)/C=C/C2=CC=CC=C2.C=1C=CC(=CC1)/C=C/C(=O)/C=C/C2=CC=CC=C2.C=1C=CC(=CC1)/C=C/C(=O)/C=C/C2=CC=CC=C2.[Pd].[Pd] (tris(dibenzylideneacetone)dipalladium). Run in C(Cl)Cl (DCM), C(C)N(CC)CC (triethylamine), CO (MeOH). Run at temperature 115 celsius. Product: ClC1=C(C(=CC=C1F)Cl)[C@@H](C)OC=1C2=C(C=NC1N)C(=CO2)C2=CC1CCC(C2)N1C (7-[(1R)-1-(2,6-Dichloro-3-fluorophenyl)ethoxy]-3-(8-methyl-8-azabicyclo[3.2.1]oct-2-en-3-yl)furo[3,2-c]pyridin-6-amine). Reaction SMILES: [Cl:1][C:2]1[C:7]([F:8])=[CH:6][CH:5]=[C:4]([Cl:9])[C:3]=1[C@H:10]([O:12][C:13]1[C:14]2[O:22][CH:21]=[C:20](Br)[C:15]=2[CH:16]=[N:17][C:18]=1[NH2:19])[CH3:11].[CH3:24][N:25]1[CH:30]2[CH2:31][CH2:32][CH:26]1[CH:27]=[C:28]([Sn](C)(C)C)[CH2:29]2.C1(C)C=CC=CC=1P(C1C=CC=CC=1C)C1C=CC=CC=1C.CN(C=O)C>C(Cl)Cl.C1C=CC(/C=C/C(/C=C/C2C=CC=CC=2)=O)=CC=1.C1C=CC(/C=C/C(/C=C/C2C=CC=CC=2)=O)=CC=1.C1C=CC(/C=C/C(/C=C/C2C=CC=CC=2)=O)=CC=1.[Pd].[Pd].CO.C(N(CC)CC)C>[Cl:1][C:2]1[C:7]([F:8])=[CH:6][CH:5]=[C:4]([Cl:9])[C:3]=1[C@H:10]([O:12][C:13]1[C:14]2[O:22][CH:21]=[C:20]([C:28]3[CH2:29][CH:30]4[N:25]([CH3:24])[CH:26]([CH2:32][CH2:31]4)[CH:27]=3)[C:15]=2[CH:16]=[N:17][C:18]=1[NH2:19])[CH3:11] |f:5.6.7.8.9|. Reported procedure: In a two necked RB flask (50 mL), equipped with a N2 inlet, a water condenser and a magnetic stirrer, were placed 7-((R)-1-(2,6-dichloro-3-fluorophenyl)ethoxy)-3-bromofuro[3,2-c]pyridine-6-amine (200 mg, 0.48 mmol), 8-methyl-3-(trimethylstannyl)-8-azabicyclo[3.2.1]oct-2-ene (216 mg, 0.75 mmol), tris(dibenzylideneacetone)dipalladium (100 mg, 0.11 mmol), tri-o-tolylphosphine (26 mg, 0.085 mmol), DMF (10 mL) and triethylamine (1.0 mL). This reaction mixture was heated at 114-116° C. for 4 h. TLC (1... The reactants are [BH4-], CCCCCCCCCc1ccccc1C=O, CO, [Na+]. Product: CCCCCCCCCc1ccccc1CO. RXN SMILES: [BH4-:1].[CH2:3]([CH2:4][CH2:5][CH2:6][CH2:7][CH2:8][CH2:9][CH2:10][CH3:11])[c:12]1[c:13]([CH:14]=[O:15])[cH:16][cH:17][cH:18][cH:19]1.[CH3:20][OH:21].[Na+:2]>>[CH2:3]([CH2:4][CH2:5][CH2:6][CH2:7][CH2:8][CH2:9][CH2:10][CH3:11])[c:12]1[c:13]([CH2:14][OH:15])[cH:16][cH:17][cH:18][cH:19]1. Reactants: COC1=CC=C(CNC=2SC=CN2)C=C1 (N-(4-methoxybenzyl)thiazol-2-amine), [Li+].C[Si](C)(C)[N-][Si](C)(C)C (LiHMDS), C[Si](C)(C)[N-][Si](C)(C)C.[Li+] (lithium bis(trimethylsilyl)amide), BrC1=CN=CC2=CC(=CC=C12)S(=O)(=O)OC1=C(C(=C(C(=C1F)F)F)F)F (perfluorophenyl 4-bromoisoquinoline-7-sulfonate). Solvent: C1CCOC1 (THF), C1CCOC1 (THF), C1CCOC1 (THF). Conditions: temperature 0 celsius, time 15 minute. Product: BrC1=CN=CC2=CC(=CC=C12)S(=O)(=O)N(C=1SC=CN1)CC1=CC=C(C=C1)OC (4-bromo-N-(4-methoxybenzyl)-N-(thiazol-2-yl)isoquinoline-7-sulfonamide). Isolated yield 53.0%. RXN SMILES: [CH3:1][O:2][C:3]1[CH:15]=[CH:14][C:6]([CH2:7][NH:8][C:9]2[S:10][CH:11]=[CH:12][N:13]=2)=[CH:5][CH:4]=1.C[Si]([N-][Si](C)(C)C)(C)C.[Li+].[Br:26][C:27]1[C:36]2[C:31](=[CH:32][C:33]([S:37](OC3C(F)=C(F)C(F)=C(F)C=3F)(=[O:39])=[O:38])=[CH:34][CH:35]=2)[CH:30]=[N:29][CH:28]=1>C1COCC1>[Br:26][C:27]1[C:36]2[C:31](=[CH:32][C:33]([S:37]([N:8]([CH2:7][C:6]3[CH:5]=[CH:4][C:3]([O:2][CH3:1])=[CH:15][CH:14]=3)[C:9]3[S:10][CH:11]=[CH:12][N:13]=3)(=[O:39])=[O:38])=[CH:34][CH:35]=2)[CH:30]=[N:29][CH:28]=1 |f:1.2|. Reported procedure: To a flask charged with N-(4-methoxybenzyl)thiazol-2-amine (180 mg, 0.816 mmol) was added THF (3 ml) and the resulting mixture cooled in an ice water bath prior to the addition of lithium bis(trimethylsilyl)amide (1M in THF) (855 μl, 0.855 mmol). The resulting light brown solution was stirred for 15 min at 0° C. prior to the addition of a solution of perfluorophenyl 4-bromoisoquinoline-7-sulfonate (353 mg, 0.777 mmol) in THF (2 ml), followed by 1 ml THF wash. The resulting solution was allowed t... Starting materials: O=C([O-])[O-], CCN(CC)CCCCl, CC(C)=O, [K+], [K+], O=C(c1ccc(O)cc1)c1c(-c2ccccc2)oc2ccccc12. The product is CCN(CC)CCCOc1ccc(C(=O)c2c(-c3ccccc3)oc3ccccc23)cc1. RXN SMILES: [C:34](=[O:35])([O-:36])[O-:37].[CH2:25]([CH3:26])[N:27]([CH2:28][CH2:29][CH2:30][Cl:31])[CH2:32][CH3:33].[CH3:40][C:41](=[O:42])[CH3:43].[K+:38].[K+:39].[OH:1][c:2]1[cH:3][cH:4][c:5]([C:6](=[O:7])[c:8]2[c:9](-[c:17]3[cH:18][cH:19][cH:20][cH:21][cH:22]3)[o:10][c:11]3[c:12]2[cH:13][cH:14][cH:15][cH:16]3)[cH:23][cH:24]1>>[O:1]([c:2]1[cH:3][cH:4][c:5]([C:6](=[O:7])[c:8]2[c:9](-[c:17]3[cH:18][cH:19][cH:20][cH:21][cH:22]3)[o:10][c:11]3[c:12]2[cH:13][cH:14][cH:15][cH:16]3)[cH:23][cH:24]1)[CH2:30][CH2:29][CH2:28][N:27]([CH2:25][CH3:26])[CH2:32][CH3:33]. Starting materials: O (water), NC=1SC(=C(N1)C)C1=NC=CC(=C1)C (2-amino-4-methyl-5-(4-methylpyridin-2-yl)-thiazole), C([O-])([O-])=O.[K+].[K+] (potassium carbonate), C(#N)NC(SC)=NC (N-cyano-N′,S-dimethylisothiourea). The solvent is CN(C=O)C (N,N-dimethylformamide). Run at temperature 100 celsius, time 12 hour. Yields the product C(#N)N=C(NC)N(C(=NC#N)NC=1SC(=C(N1)C)C1=NC=CC(=C1)C)C (2,4-dicyano-1,3-dimethyl-5-(4-methyl-5-(4-methylpyridin-2-yl)thiazol-2-yl)biguanide). Isolated yield 14.9%. Reaction SMILES: [NH2:1][C:2]1[S:3][C:4]([C:8]2[CH:13]=[C:12]([CH3:14])[CH:11]=[CH:10][N:9]=2)=[C:5]([CH3:7])[N:6]=1.C(=O)([O-])[O-].[K+].[K+].[C:21]([NH:23][C:24](=[N:27][CH3:28])SC)#[N:22].O>CN(C)C=O>[C:21]([N:23]=[C:24]([N:27]([CH3:28])[C:24]([NH:1][C:2]1[S:3][C:4]([C:8]2[CH:13]=[C:12]([CH3:14])[CH:11]=[CH:10][N:9]=2)=[C:5]([CH3:7])[N:6]=1)=[N:23][C:21]#[N:22])[NH:27][CH3:28])#[N:22] |f:1.2.3|. Procedure: To a suspension of 2-amino-4-methyl-5-(4-methylpyridin-2-yl)-thiazole (308 mg) and potassium carbonate (207 mg) in N,N-dimethylformamide (5 ml) was added N-cyano-N′,S-dimethylisothiourea (194 mg), and the mixture was stirred at 100° C. for 12 hours. The mixture was poured into water and extracted with ethyl acetate-tetrahydrofuran (2:1, 150 ml×2). The organic layer was washed with brine and evaporated under reduced pressure. The residue was purified by column chromatography (silica gel 10 g, 0 t... Reactants: [H-].[Na+] (sodium hydride), CI (methyl iodide), ClC1=CC=C(C=C1)C1=NC=CC=2C(=CC=CC12)CC#N (1-(4-Chlorophenyl)isoquinoline-5-acetonitrile), C(OCC)(OCC)=O (diethyl carbonate), CS(=O)C (dimethylsulfoxide). The solvent is O (water), O (water). Conditions: time 1 hour. The product is ClC1=CC=C(C=C1)C1=NC=CC2=C(C=CC=C12)C(C(=O)OCC)(C)C#N (ethyl 2-[1-(4-chlorophenyl)isoquinolin-5-yl]-2-cyanopropionate). As a reaction SMILES: [Cl:1][C:2]1[CH:7]=[CH:6][C:5]([C:8]2[C:17]3[CH:16]=[CH:15][CH:14]=[C:13]([CH2:18][C:19]#[N:20])[C:12]=3[CH:11]=[CH:10][N:9]=2)=[CH:4][CH:3]=1.[H-].[Na+].CS(C)=O.[CH3:27]I.[C:29](=O)([O:33]CC)[O:30][CH2:31][CH3:32]>O>[Cl:1][C:2]1[CH:7]=[CH:6][C:5]([C:8]2[C:17]3[C:12](=[C:13]([C:18]([C:19]#[N:20])([CH3:27])[C:29]([O:30][CH2:31][CH3:32])=[O:33])[CH:14]=[CH:15][CH:16]=3)[CH:11]=[CH:10][N:9]=2)=[CH:4][CH:3]=1 |f:1.2|. Procedure details: 1-(4-Chlorophenyl)isoquinoline-5-acetonitrile (2.6 g) was dissolved in 20 ml of diethyl carbonate, and 1.0 g of 50% oily sodium hydride was added. Then, 10 ml of dimethylsulfoxide was added, and 1.5 g of methyl iodide was added under cooling with water. The mixture was stirred for 1 hour. The reaction mixture was poured into water, extracted with ether, and dried. The solvent was distilled off. The resulting oily product was recrystallized from ether-hexane to afford ethyl 2-[1-(4-chlorophenyl)i... Starting materials: CC(C)(C)N, CC(=O)c1ccc(OCCCl)cc1, O. Product: CC(=O)c1ccc(OCCNC(C)(C)C)cc1. As a reaction SMILES: [C:14]([CH3:15])([CH3:16])([CH3:17])[NH2:18].[Cl:1][CH2:2][CH2:3][O:4][c:5]1[cH:6][cH:7][c:8]([C:11]([CH3:12])=[O:13])[cH:9][cH:10]1.[OH2:19]>>[CH2:2]([CH2:3][O:4][c:5]1[cH:6][cH:7][c:8]([C:11]([CH3:12])=[O:13])[cH:9][cH:10]1)[NH:18][C:14]([CH3:15])([CH3:16])[CH3:17].